describe an organic reaction: reactants, conditions, products, and yield From a dataset of the Open Reaction Database (ORD), a public repository of structured organic reaction records. Starting materials: CCCCCC.C(CCC)[Li] (n-butyl lithium hexane), BrC1=NC=CC=C1C1OCCO1 (2-bromo-3-(1,3-dioxolan-2-yl)pyridine), COCOC1=C(C(=O)OCOC)C=C(C=C1)C (methoxymethyl 2-methoxymethoxy-5-methylbenzoate). The solvent is C1CCOC1 (THF), C1CCOC1 (THF). Reaction conditions: time 40 minute. Product: O1C(OCC1)C=1C(=NC=CC1)C(C1=C(C=CC(=C1)C)OCOC)=O (3-(1,3-dioxolan-2-yl)-2-(2-methoxymethoxy-5-methylbenzoyl)pyridine). The yield is 41.1%. Reaction SMILES: Br[C:2]1[C:7]([CH:8]2[O:12][CH2:11][CH2:10][O:9]2)=[CH:6][CH:5]=[CH:4][N:3]=1.CCCCCC.C([Li])CCC.[CH3:24][O:25][CH2:26][O:27][C:28]1[CH:39]=[CH:38][C:37]([CH3:40])=[CH:36][C:29]=1[C:30](OCOC)=[O:31]>C1COCC1>[O:9]1[CH2:10][CH2:11][O:12][CH:8]1[C:7]1[C:2]([C:30](=[O:31])[C:29]2[CH:36]=[C:37]([CH3:40])[CH:38]=[CH:39][C:28]=2[O:27][CH2:26][O:25][CH3:24])=[N:3][CH:4]=[CH:5][CH:6]=1 |f:1.2|. Procedure details: To a solution of 2-bromo-3-(1,3-dioxolan-2-yl)pyridine (3.50 g) in THF (50 ml) was added, at -78° C. under argon atmosphere, a 1.6M n-butyl lithium hexane solution (10.5 ml), which was stirred for 20 minutes. This reaction mixture was added, at the same temperature under argon atmosphere, to a solution of methoxymethyl 2-methoxymethoxy-5-methylbenzoate (3.66 g) in THF (50 ml). The mixture was stirred for 40 minutes, then for further one hour while warming up to room temperature. The reaction mix...